From a dataset of the Open Reaction Database (ORD), a public repository of structured organic reaction records. describe an organic reaction: reactants, conditions, products, and yield Reactants: OC1=CC(=C(C(=C1)C)C(C)=O)C (1-(4-hydroxy-2,6-dimethylphenyl)ethanone), ClCCOC (1-chloro-2-methoxyethane). Run in [OH-].[Na+] (NaOH), O (H2O). Reaction conditions: temperature 140 celsius. The product is COCCOC1=CC(=C(C(=C1)C)C(C)=O)C (1-(4-(2-methoxyethoxy)-2,6-dimethylphenyl)ethanone). The yield is 61.3%. RXN SMILES: [OH:1][C:2]1[CH:7]=[C:6]([CH3:8])[C:5]([C:9](=[O:11])[CH3:10])=[C:4]([CH3:12])[CH:3]=1.Cl[CH2:14][CH2:15][O:16][CH3:17]>[OH-].[Na+].O>[CH3:17][O:16][CH2:15][CH2:14][O:1][C:2]1[CH:3]=[C:4]([CH3:12])[C:5]([C:9](=[O:11])[CH3:10])=[C:6]([CH3:8])[CH:7]=1 |f:2.3|. Procedure: A pressure glass vessel charged with 1-(4-hydroxy-2,6-dimethylphenyl)ethanone (500 mg, 3.1 mmol, 1.0 equiv) and 1-chloro-2-methoxyethane (0.28 mL, 3.1 mmol, 1.0 equiv) in 50% aqueous NaOH solution (5.0 mL) was heated at 140° C. for 16 h. The residue was diluted with H2O (20 mL) and extracted with EtOAc (3×30 mL). The organic layer was separated, dried with MgSO4, and concentrated under reduced pressure to give 1-(4-(2-methoxyethoxy)-2,6-dimethylphenyl)ethanone (430.9 mg, 1.9 mmol) as yellow oil ... Reactants: O1CCC(C2=CC=CC=C12)OC1=CC(=CC=2N(C(=NC21)C)C)C(=O)OC (Methyl 4-(3,4-dihydro-2H-chromen-4-yloxy)-1,2-dimethyl-1H-benzimidazole-6-carboxylate), CO (methanol), [OH-].[Li+] (lithium hydroxide). The solvent is O1CCCC1 (tetrahydrofuran). Run at temperature 60 celsius, time 5 hour. The product is O1CCC(C2=CC=CC=C12)OC1=CC(=CC=2N(C(=NC21)C)C)C(=O)O (4-(3,4-Dihydro-2H-chromen-4-yloxy)-1,2-dimethyl-1H-benzimidazole-6-carboxylic acid). Yield: 89.7%. Reaction SMILES: [O:1]1[C:10]2[C:5](=[CH:6][CH:7]=[CH:8][CH:9]=2)[CH:4]([O:11][C:12]2[C:20]3[N:19]=[C:18]([CH3:21])[N:17]([CH3:22])[C:16]=3[CH:15]=[C:14]([C:23]([O:25]C)=[O:24])[CH:13]=2)[CH2:3][CH2:2]1.CO.[OH-].[Li+]>O1CCCC1>[O:1]1[C:10]2[C:5](=[CH:6][CH:7]=[CH:8][CH:9]=2)[CH:4]([O:11][C:12]2[C:20]3[N:19]=[C:18]([CH3:21])[N:17]([CH3:22])[C:16]=3[CH:15]=[C:14]([C:23]([OH:25])=[O:24])[CH:13]=2)[CH2:3][CH2:2]1 |f:2.3|. Procedure: To a stirred solution of methyl 4-(3,4-dihydro-2H-chromen-4-yloxy)-1,2-dimethyl-1H-benzimidazole-6-carboxylate (1.0 g, 2.8 mmol, STEP 1) in methanol (20 mol) and tetrahydrofuran (30 mL) was added 4M lithium hydroxide aqueous solution (4 mL, 16 mmol) at room temperature. After stirring for 5 hours at 60° C., the reaction mixture was concentrated in vacuum. The residue was dissolved with water and acidified (pH=3) with 2M hydrochloric acid. The resulting precipitate was filtrated, and dried in vac... Reactants: ClC1=CC=C2C(=N1)NC(C2(C)C)=O (6-chloro-3,3-dimethyl-1H-pyrrolo[2,3-b]pyridin-2(3H)-one), C1(CC1)B(O)O (cyclopropylboronic acid), C[Si](C)(C)[N-][Si](C)(C)C.[Na+] (sodium bis(trimethylsilyl)amide). The product is ClC1=CC=C2C(=N1)N(C(C2(C)C)=O)C2CC2 (6-Chloro-1-cyclopropyl-3,3-dimethyl-1H-pyrrolo[2,3-b]pyridin-2(3H)-one), oil. Reaction conditions: temperature 95 celsius, time 16 hour. As a reaction SMILES: [Cl:1][C:2]1[N:7]=[C:6]2[NH:8][C:9](=[O:13])[C:10]([CH3:12])([CH3:11])[C:5]2=[CH:4][CH:3]=1.[CH:14]1(B(O)O)[CH2:16][CH2:15]1.C[Si]([N-][Si](C)(C)C)(C)C.[Na+]>CN(C1C=CN=CC=1)C.C1(C)C=CC=CC=1.C([O-])(=O)C.[Cu+2].C([O-])(=O)C>[Cl:1][C:2]1[N:7]=[C:6]2[N:8]([CH:14]3[CH2:16][CH2:15]3)[C:9](=[O:13])[C:10]([CH3:11])([CH3:12])[C:5]2=[CH:4][CH:3]=1 |f:2.3,6.7.8|. The reagents and catalysts are CN(C)C=1C=CN=CC1 (DMAP), C(C)(=O)[O-].[Cu+2].C(C)(=O)[O-] (copper (II) acetate). Run in C1(=CC=CC=C1)C (toluene). Reported procedure: To a suspension of 6-chloro-3,3-dimethyl-1H-pyrrolo[2,3-b]pyridin-2(3H)-one (150 mg, 763 mol), cyclopropylboronic acid (131 mg, 1.53 mmol), copper (II) acetate (145 mg, 801 μmol) and DMAP (280 mg, 2.29 mmol) in toluene (15 ml) was added sodium bis(trimethylsilyl)amide (2 M in THF, 400 μl, 801 μmol). While bubbling dry air through the reaction mixture, it was heated to 95° C. and stirred for 16 hours. The reaction mixture was poured into 1 M aqueous HCl solution (20 ml) and extracted with tBuOMe.... Yield: 50.7%. The product is C#Cc1cccc(NC(=O)c2cc(OC)c(OC)c(OC)c2)c1. The solvent is CN(C)C=O (DMF), CN(C)C=O (DMF), CN(C)C=O (DMF), CN(C)C=O (DMF), CN(C)C=O (DMF), CN(C)C=O (DMF). The reagents and catalysts are C1CCN(C1)[P+](N2CCCC2)(N3CCCC3)ON4C5=CC=CC=C5N=N4.F[P-](F)(F)(F)(F)F (PyBOP), CCN(C(C)C)C(C)C (DIPEA), C1=CC=C2C(=C1)N=NN2O (HOBt). RXN SMILES: C#Cc1cccc(N)c1.COc1cc(C(=O)O)cc(OC)c1OC.C1CCN(C1)[P+](N2CCCC2)(N3CCCC3)ON4C5=CC=CC=C5N=N4.F[P-](F)(F)(F)(F)F.C1=CC=C2C(=C1)N=NN2O.CCN(C(C)C)C(C)C.CN(C)C=O>>C#Cc1cccc(NC(=O)c2cc(OC)c(OC)c(OC)c2)c1. Reaction conditions: temperature 25 celsius, time 2 hour. Starting materials: COc1cc(C(=O)O)cc(OC)c1OC, C#Cc1cccc(N)c1. Reactants: CC(N=C=O)c1ccccc1, ClCCl, Cl, Fc1ccc(C(OC2CNC2)c2ccccc2C(F)(F)F)cc1. The product is CC(NC(=O)N1CC(OC(c2ccc(F)cc2)c2ccccc2C(F)(F)F)C1)c1ccccc1. Reaction SMILES: [CH3:25][CH:26]([c:27]1[cH:28][cH:29][cH:30][cH:31][cH:32]1)[N:33]=[C:34]=[O:35].[Cl:36][CH2:37][Cl:38].[ClH:1].[F:2][C:3]([c:4]1[c:5]([CH:6]([c:7]2[cH:8][cH:9][c:10]([F:13])[cH:11][cH:12]2)[O:14][CH:15]2[CH2:16][NH:17][CH2:18]2)[cH:19][cH:20][cH:21][cH:22]1)([F:23])[F:24]>>[F:2][C:3]([c:4]1[c:5]([CH:6]([c:7]2[cH:8][cH:9][c:10]([F:13])[cH:11][cH:12]2)[O:14][CH:15]2[CH2:16][N:17]([C:34]([NH:33][CH:26]([CH3:25])[c:27]3[cH:28][cH:29][cH:30][cH:31][cH:32]3)=[O:35])[CH2:18]2)[cH:19][cH:20][cH:21][cH:22]1)([F:23])[F:24].